Dataset: the Open Reaction Database (ORD), a public repository of structured organic reaction records. Task: describe an organic reaction: reactants, conditions, products, and yield Reactants: C(=O)([O-])[O-].[K+].[K+] (K2CO3), C=CC1=CC=CC=C1 (styrene), BrC=1C=C(C=O)C=C(C1)Br (3,5-dibromobenzaldehyde). Reagents/catalysts: [N+](CCCC)(CCCC)(CCCC)CCCC.[Br-] (Bu4NBr), CC(=O)O.CC(=O)O.[Pd] (Pd(Oac)2). Solvent: CN(C)C=O (DMF), C(C)(=O)OCC (ethyl acetate). Run at temperature 65 celsius, time 16 hour. The product is C(=CC1=CC=CC=C1)C=1C=C(C=O)C=C(C1)C=CC1=CC=CC=C1 (3,5-distyryl-benzaldehyde). The yield is 84.4%. RXN SMILES: [C:1]([O-:4])([O-])=O.[K+].[K+].[CH2:7]=[CH:8][C:9]1[CH:14]=[CH:13][CH:12]=[CH:11][CH:10]=1.Br[C:16]1[CH:17]=[C:18]([CH:21]=[C:22](Br)[CH:23]=1)[CH:19]=O>[N+](CCCC)(CCCC)(CCCC)CCCC.[Br-].CN(C=O)C.C(OCC)(=O)C.CC(O)=O.CC(O)=O.[Pd]>[CH:7]([C:16]1[CH:23]=[C:22]([CH:21]=[C:18]([CH:19]=[CH:8][C:9]2[CH:14]=[CH:13][CH:12]=[CH:11][CH:10]=2)[CH:17]=1)[CH:1]=[O:4])=[CH:8][C:9]1[CH:14]=[CH:13][CH:12]=[CH:11][CH:10]=1 |f:0.1.2,5.6,9.10.11|. Procedure details: Bu4NBr (2.0 g, 6.3 mmol), K2CO3 (7.8 g, 56.7 mmol), Pd(Oac)2 (250 mg, 1.1 mmol) and styrene (20 mL, 175 mmol) were stirred for 5 min under nitrogen. To the mixture was added 3,5-dibromobenzaldehyde (5.0 g, 18.9 mmol) in dry DMF (5.0 mL), and the mixture was stirred at 65° C. for 16 h. The reaction mixture was diluted with ethyl acetate (20 mL) and the solution filtered. The filtrate was diluted with water and extracted with ethyl acetate (3×50 mL). The organic layers were combined, dried over Mg...